From a dataset of the Open Reaction Database (ORD), a public repository of structured organic reaction records. describe an organic reaction: reactants, conditions, products, and yield Starting materials: C(C1=CC=CC=C1)N1CCC(CC1)NC=1C(=NC=CN1)C(=O)OC (methyl 3-[(1-benzylpiperidin-4-yl)amino]pyrazine-2-carboxylate), O.NN (hydrazine hydrate). Run in C(C)O (ethanol). Run at time 2 hour. Product: C(C1=CC=CC=C1)N1CCC(CC1)NC=1C(=NC=CN1)C(=O)NN (3-[(1-Benzylpiperidin-4-yl)amino]pyrazine-2-carbohydrazide). As a reaction SMILES: [CH2:1]([N:8]1[CH2:13][CH2:12][CH:11]([NH:14][C:15]2[C:16]([C:21](OC)=[O:22])=[N:17][CH:18]=[CH:19][N:20]=2)[CH2:10][CH2:9]1)[C:2]1[CH:7]=[CH:6][CH:5]=[CH:4][CH:3]=1.O.[NH2:26][NH2:27]>C(O)C>[CH2:1]([N:8]1[CH2:13][CH2:12][CH:11]([NH:14][C:15]2[C:16]([C:21]([NH:26][NH2:27])=[O:22])=[N:17][CH:18]=[CH:19][N:20]=2)[CH2:10][CH2:9]1)[C:2]1[CH:3]=[CH:4][CH:5]=[CH:6][CH:7]=1 |f:1.2|. Procedure details: A mixture of methyl 3-[(1-benzylpiperidin-4-yl)amino]pyrazine-2-carboxylate (3.0 g, 9.2 mmol) and hydrazine hydrate (6 mL) in ethanol (100 mL) was refluxed with stirring for 2 h. The reaction was cooled and concentrated to give the title compound (3.0 g). MS 327 (M+1). Product: CCOc1cc(C(C)(C)C)ccc1C1=NC(C)(c2ccc(Cl)cc2)C(C)(c2ccc(Cl)cc2)N1C(=O)N1CCN(CCNS(C)(=O)=O)CC1. RXN SMILES: [C:1]([CH3:2])([CH3:3])([CH3:4])[c:5]1[cH:6][c:7]([O:35][CH2:36][CH3:37])[c:8]([C:11]2=[N:15][C:14]([CH3:16])([c:17]3[cH:18][cH:19][c:20]([Cl:23])[cH:21][cH:22]3)[C:13]([CH3:24])([c:25]3[cH:26][cH:27][c:28]([Cl:31])[cH:29][cH:30]3)[N:12]2[C:32](=[O:33])[Cl:34])[cH:9][cH:10]1.[ClH:38].[ClH:39].[N:40]1([CH2:46][CH2:47][NH:48][S:49](=[O:50])(=[O:51])[CH3:52])[CH2:41][CH2:42][NH:43][CH2:44][CH2:45]1>>[C:1]([CH3:2])([CH3:3])([CH3:4])[c:5]1[cH:6][c:7]([O:35][CH2:36][CH3:37])[c:8]([C:11]2=[N:15][C:14]([CH3:16])([c:17]3[cH:18][cH:19][c:20]([Cl:23])[cH:21][cH:22]3)[C:13]([CH3:24])([c:25]3[cH:26][cH:27][c:28]([Cl:31])[cH:29][cH:30]3)[N:12]2[C:32](=[O:33])[N:43]2[CH2:42][CH2:41][N:40]([CH2:46][CH2:47][NH:48][S:49](=[O:50])(=[O:51])[CH3:52])[CH2:45][CH2:44]2)[cH:9][cH:10]1. Reactants: CCOc1cc(C(C)(C)C)ccc1C1=NC(C)(c2ccc(Cl)cc2)C(C)(c2ccc(Cl)cc2)N1C(=O)Cl, Cl, Cl, CS(=O)(=O)NCCN1CCNCC1. Reactants: COc1cccc(CN(CC(O)C(Cc2cc(F)cc(F)c2)NC(=O)c2cc(NC(=O)c3ccccc3)cc(C(C)=O)c2)C(=O)OC(C)(C)C)c1, CCO, Cl, NO. Yields the product COc1cccc(CN(CC(O)C(Cc2cc(F)cc(F)c2)NC(=O)c2cc(NC(=O)c3ccccc3)cc(C(C)=NO)c2)C(=O)OC(C)(C)C)c1. Reaction SMILES: [CH3:1][O:2][c:3]1[cH:4][c:5]([CH2:6][N:7]([C:8]([O:9][C:10]([CH3:11])([CH3:12])[CH3:13])=[O:14])[CH2:15][CH:16]([CH:17]([CH2:18][c:19]2[cH:20][c:21]([F:26])[cH:22][c:23]([F:25])[cH:24]2)[NH:27][C:28]([c:29]2[cH:30][c:31]([C:44]([CH3:45])=[O:46])[cH:32][c:33]([NH:35][C:36]([c:37]3[cH:38][cH:39][cH:40][cH:41][cH:42]3)=[O:43])[cH:34]2)=[O:47])[OH:48])[cH:49][cH:50][cH:51]1.[CH3:55][CH2:56][OH:57].[ClH:52].[OH:53][NH2:54]>>[CH3:1][O:2][c:3]1[cH:4][c:5]([CH2:6][N:7]([C:8]([O:9][C:10]([CH3:11])([CH3:12])[CH3:13])=[O:14])[CH2:15][CH:16]([CH:17]([CH2:18][c:19]2[cH:20][c:21]([F:26])[cH:22][c:23]([F:25])[cH:24]2)[NH:27][C:28]([c:29]2[cH:30][c:31]([C:44]([CH3:45])=[N:54][OH:53])[cH:32][c:33]([NH:35][C:36]([c:37]3[cH:38][cH:39][cH:40][cH:41][cH:42]3)=[O:43])[cH:34]2)=[O:47])[OH:48])[cH:49][cH:50][cH:51]1. Reactants: C(C)(C)(C)OC(C1=C(C=C(C=C1)S(=O)(=O)OC1=C(C=C(C=C1C)C1=C2C=CC=CC2=C(C=2SC(=C(C21)C)C)Br)C)O)=O (4-[4-(9-bromo-2,3-dimethyl-naphtho[2,3-b]thiophen-4-yl)-2, 6-dimethyl-phenoxysulfonyl]-2-hydroxy-benzoic acid tert-butyl ester), N1=CC=CC=C1 (pyridine), C1(=CC=CC=C1)CC(=O)Cl (phenylacetylchloride). Product: C(C)(C)(C)OC(C1=C(C=C(C=C1)S(=O)(=O)OC1=C(C=C(C=C1C)C1=C2C=CC=CC2=C(C=2SC(=C(C21)C)C)Br)C)OC(CC2=CC=CC=C2)=O)=O (4-[4-(9-Bromo-2,3-dimethyl-naphtho[2,3-b]thiophen-4-yl)-2, 6-dimethyl-phenoxysulfonyl]-2-phenylacetoxy-benzoic acid tert butyl ester). Yield: 50.1%. RXN SMILES: [C:1]([O:5][C:6](=[O:42])[C:7]1[CH:12]=[CH:11][C:10]([S:13]([O:16][C:17]2[C:22]([CH3:23])=[CH:21][C:20]([C:24]3[C:36]4[C:35]([CH3:37])=[C:34]([CH3:38])[S:33][C:32]=4[C:31]([Br:39])=[C:30]4[C:25]=3[CH:26]=[CH:27][CH:28]=[CH:29]4)=[CH:19][C:18]=2[CH3:40])(=[O:15])=[O:14])=[CH:9][C:8]=1[OH:41])([CH3:4])([CH3:3])[CH3:2].N1C=CC=CC=1.[C:49]1([CH2:55][C:56](Cl)=[O:57])[CH:54]=[CH:53][CH:52]=[CH:51][CH:50]=1>>[C:1]([O:5][C:6](=[O:42])[C:7]1[CH:12]=[CH:11][C:10]([S:13]([O:16][C:17]2[C:22]([CH3:23])=[CH:21][C:20]([C:24]3[C:36]4[C:35]([CH3:37])=[C:34]([CH3:38])[S:33][C:32]=4[C:31]([Br:39])=[C:30]4[C:25]=3[CH:26]=[CH:27][CH:28]=[CH:29]4)=[CH:19][C:18]=2[CH3:40])(=[O:15])=[O:14])=[CH:9][C:8]=1[O:41][C:56](=[O:57])[CH2:55][C:49]1[CH:54]=[CH:53][CH:52]=[CH:51][CH:50]=1)([CH3:4])([CH3:2])[CH3:3]. Procedure: The title compound was prepared according to the procedure in Example 17, step 1, using 4-[4-(9-bromo-2,3-dimethyl-naphtho[2,3-b]thiophen-4-yl)-2, 6-dimethyl-phenoxysulfonyl]-2-hydroxy-benzoic acid tert-butyl ester (0.500 g, 0.691 mmol), pyridine (0.335 mL, 4.15 mmol) and phenylacetylchloride (0.183 mL, 1.38 mmol). Purification on Biotage KP-Sil eluting with 3% EtOAc/pet. ether gave 0.272 g (51%) of the title compound. 1H NMR (DMSO-d6) δ 1.51 (s, 9 H), 1.56 (s, 3 H), 2.14 (s, 6 H), 2.43 (s, 3 H)... Reactants: CC(C)(C)OC(=O)C1CCCN1, CC(=O)O, C(=NC1CCCCC1)=NC1CCCCC1, ClCCl, CC(CS)C(=O)O. The product is CC(CS)C(=O)N1CCCC1C(=O)OC(C)(C)C. RXN SMILES: [C:8]([CH3:9])([CH3:10])([CH3:11])[O:12][C:13]([CH:14]1[NH:15][CH2:16][CH2:17][CH2:18]1)=[O:19].[CH3:38][C:39](=[O:40])[OH:41].[CH:23]1([N:24]=[C:25]=[N:26][CH:27]2[CH2:28][CH2:29][CH2:30][CH2:31][CH2:32]2)[CH2:33][CH2:34][CH2:35][CH2:36][CH2:37]1.[Cl:20][CH2:21][Cl:22].[SH:1][CH2:2][CH:3]([C:4](=[O:5])[OH:6])[CH3:7]>>[SH:1][CH2:2][CH:3]([C:4](=[O:5])[N:15]1[CH:14]([C:13]([O:12][C:8]([CH3:9])([CH3:10])[CH3:11])=[O:19])[CH2:18][CH2:17][CH2:16]1)[CH3:7]. The reactants are CCc1ccc2[nH]c3c(c2c1)CN(C)CC3, CN1CCCC1=O, C=Cc1cnccc1C(F)(F)F, [K+], [OH-]. Yields the product CCc1ccc2c(c1)c1c(n2CCc2cnccc2C(F)(F)F)CCN(C)C1. RXN SMILES: [CH2:1]([CH3:2])[c:3]1[cH:4][c:5]2[c:6]3[c:7]([nH:8][c:9]2[cH:10][cH:11]1)[CH2:12][CH2:13][N:14]([CH3:16])[CH2:15]3.[CH3:31][N:32]1[CH2:33][CH2:34][CH2:35][C:36]1=[O:37].[F:17][C:18]([c:19]1[c:20]([CH:25]=[CH2:26])[cH:21][n:22][cH:23][cH:24]1)([F:27])[F:28].[K+:30].[OH-:29]>>[CH2:1]([CH3:2])[c:3]1[cH:4][c:5]2[c:6]3[c:7]([n:8]([CH2:26][CH2:25][c:20]4[c:19]([C:18]([F:17])([F:27])[F:28])[cH:24][cH:23][n:22][cH:21]4)[c:9]2[cH:10][cH:11]1)[CH2:12][CH2:13][N:14]([CH3:16])[CH2:15]3. Reactants: FC=1C=CC(=NC1)C1=NOC(=C1/C=C/C=1SC(=CN1)C(=O)O)C (2-{(E)-2-[3-(5-fluoro-pyridin-2-yl)-5-methyl-isoxazol-4-yl]-vinyl}-thiazole-5-carboxylic acid), C(=O)(N1C=NC=C1)N1C=NC=C1 (1,1′-carbonyldiimidazole), [OH-].[NH4+] (ammonium hydroxide). The solvent is CN(C)C=O (DMF). Run at temperature 60 celsius, time 1 hour. Product: FC=1C=CC(=NC1)C1=NOC(=C1/C=C/C=1SC(=CN1)C(=O)N)C (2-{(E)-2-[3-(5-Fluoro-pyridin-2-yl)-5-methyl-isoxazol-4-yl]-vinyl}-thiazole-5-carboxylic acid amide). Isolated yield 77.5%. RXN SMILES: [F:1][C:2]1[CH:3]=[CH:4][C:5]([C:8]2[C:12](/[CH:13]=[CH:14]/[C:15]3[S:16][C:17]([C:20](O)=[O:21])=[CH:18][N:19]=3)=[C:11]([CH3:23])[O:10][N:9]=2)=[N:6][CH:7]=1.C(N1C=CN=C1)([N:26]1C=CN=C1)=O.[OH-].[NH4+]>CN(C=O)C>[F:1][C:2]1[CH:3]=[CH:4][C:5]([C:8]2[C:12](/[CH:13]=[CH:14]/[C:15]3[S:16][C:17]([C:20]([NH2:26])=[O:21])=[CH:18][N:19]=3)=[C:11]([CH3:23])[O:10][N:9]=2)=[N:6][CH:7]=1 |f:2.3|. Procedure details: To a solution of 2-{(E)-2-[3-(5-fluoro-pyridin-2-yl)-5-methyl-isoxazol-4-yl]-vinyl}-thiazole-5-carboxylic acid (83 mg, 0.25 mmol) in DMF (2.5 mL) was added 1,1′-carbonyldiimidazole (49 mg, 0.3 mmol). The resulting reaction mixture was stirred for 1 h at 60° C. and then treated with an ammonium hydroxide solution (25%, 385 μL, 2.5 mmol) and stirred for 2 h at room temperature. The reaction mixture was then evaporated. Purification by trituration from water/methanol afforded the title compound (64... Reactants: Cl.CN(CCCN=C=NCC)C (1-[3-(Dimethylamino)propyl]-3-ethyl carbodiimide hydrochloride), FC1=C(C(=O)O)C(=C(C(=C1F)F)F)F (2,3,4,5,6-pentafluorobenzoic acid), C(C1=CC=CC=C1)O (benzyl alcohol). The reagents and catalysts are CN(C1=CC=NC=C1)C (4-dimethylaminopyridine). Solvent: [Cl-].[Na+].O (brine), ClCCl (dichloromethane). Conditions: temperature 0 celsius, time 2 hour. Product: C(C1=CC=CC=C1)OC(C1=C(C(=C(C(=C1F)F)F)F)F)=O (2,3,4,5,6-Pentafluorobenzoic acid benzyl ester). Yield: 77.3%. RXN SMILES: [F:1][C:2]1[C:10]([F:11])=[C:9]([F:12])[C:8]([F:13])=[C:7]([F:14])[C:3]=1[C:4]([OH:6])=[O:5].[CH2:15](O)[C:16]1[CH:21]=[CH:20][CH:19]=[CH:18][CH:17]=1.Cl.CN(C)CCCN=C=NCC>CN(C)C1C=CN=CC=1.ClCCl.[Cl-].[Na+].O>[CH2:15]([O:5][C:4](=[O:6])[C:3]1[C:2]([F:1])=[C:10]([F:11])[C:9]([F:12])=[C:8]([F:13])[C:7]=1[F:14])[C:16]1[CH:21]=[CH:20][CH:19]=[CH:18][CH:17]=1 |f:2.3,6.7.8|. Procedure: A solution of 2,3,4,5,6-pentafluorobenzoic acid (15.25 g, 71.9 mmol), 4-dimethylaminopyridine (4.4 g, 36.0 mmol) and benzyl alcohol (7.4 mL, 71.5 mmol) in dichloromethane (150 mL) is cooled to 0° C. under an inert atmosphere. 1-[3-(Dimethylamino)propyl]-3-ethyl carbodiimide hydrochloride (16.7 g, 87.1 mmol) is added and the mixture stirred at 0° C. for 2 hours. The mixture is warmed to ambient temperature, stirred for 24 hours, and then poured into brine. The mixture is extracted with chloroform... Reactants: C1CC(C1)N2CCN(CC2)C(=O)C3CC34CCNCC4, C1=CC=NC(=C1)Br. Reagents/catalysts: CC(C)(C)[O-].[Na+], CC(C)C1=CC(=C(C(=C1)C(C)C)C2=CC=CC=C2P(C3CCCCC3)C4CCCCC4)C(C)C, CC(=O)O.CC(=O)O.[Pd]. Run in CC1=CC=CC=C1. Run at temperature 160 celsius. Yields the product C1CC(C1)N2CCN(CC2)C(=O)C3CC34CCN(CC4)C5=CC=CC=N5. The yield is 26.6%. Reported procedure: (4-cyclobutylpiperazin-1-yl)(6-azaspiro[2.5]octan-1-yl)methanone (100 mg, 0.36 mmol), Sodium tert-butoxide (34.6 mg, 0.36 mmol) and 2-bromopyridine (62.7 mg, 0.40 mmol) were weighted in a microwave vial. A solution of Palladium(II) acetate (4.05 mg, 0.02 mmol) and dicyclohexyl(2',4',6'-triisopropylbiphenyl-2-yl)phosphine (X-Phos) (8.59 mg, 0.02 mmol) in toluene (3.75 mL) and tert-butanol (0.75 mL)was added and the mixture heated at 160 °C for 10 minutes, and then 20 minutes more. The mixture was...